Task: describe an organic reaction: reactants, conditions, products, and yield. Dataset: the Open Reaction Database (ORD), a public repository of structured organic reaction records Procedure details: The procedure described in method F is repeated, except that the methanol is replaced by 50 ml of benzyl alcohol, affording a phthalide compound of the formula ##STR19## melting point 183°-184° C. The reactants are C(C1=CC=CC=C1)O (benzyl alcohol), CO (methanol). Product: C1(=O)OCC2=CC=CC=C12 (phthalide). RXN SMILES: [CH2:1]([OH:8])[C:2]1[CH:7]=[CH:6][CH:5]=[CH:4][CH:3]=1.[CH3:9][OH:10]>>[C:1]1([C:2]2[C:7](=[CH:6][CH:5]=[CH:4][CH:3]=2)[CH2:9][O:10]1)=[O:8]. Reactants: BrC(Br)(Br)Br, ClCCl, COc1ccc2c(n1)CC(=O)N2CCCO. Yields the product COc1ccc2c(n1)CC(=O)N2CCCBr. Reaction SMILES: [C:1]([Br:2])([Br:3])([Br:4])[Br:5].[Cl:22][CH2:23][Cl:24].[OH:6][CH2:7][CH2:8][CH2:9][N:10]1[C:11](=[O:21])[CH2:12][c:13]2[n:14][c:15]([O:19][CH3:20])[cH:16][cH:17][c:18]21>>[CH2:1]([Br:5])[CH2:8][CH2:9][N:10]1[C:11](=[O:21])[CH2:12][c:13]2[n:14][c:15]([O:19][CH3:20])[cH:16][cH:17][c:18]21. Reactants: N#CCC(=O)O, CC(=O)[O-], Cc1ccccc1, O=Cc1ccc([N+](=O)[O-])cc1, [NH4+], c1ccncc1. The product is N#CC=Cc1ccc([N+](=O)[O-])cc1. Reaction SMILES: [C:1](#[N:2])[CH2:3][C:4]([OH:5])=[O:6].[CH3:19][C:20](=[O:21])[O-:22].[CH3:23][c:24]1[cH:25][cH:26][cH:27][cH:28][cH:29]1.[N+:7](=[O:8])([O-:9])[c:10]1[cH:11][cH:12][c:13]([CH:14]=[O:15])[cH:16][cH:17]1.[NH4+:18].[cH:30]1[cH:31][cH:32][n:33][cH:34][cH:35]1>>[C:1](#[N:2])[CH:3]=[CH:14][c:13]1[cH:12][cH:11][c:10]([N+:7](=[O:8])[O-:9])[cH:17][cH:16]1. Reactants: COC(=O)Cl, CCN(C(C)C)C(C)C, ClCCl, Cl, COC(=O)C1CCNC(CC2CCC(F)(F)CC2)C1. Yields the product COC(=O)C1CCN(C(=O)OC)C(CC2CCC(F)(F)CC2)C1. As a reaction SMILES: [C:30]([O:31][CH3:32])(=[O:33])[Cl:34].[CH:21]([N:22]([CH2:23][CH3:24])[CH:25]([CH3:26])[CH3:27])([CH3:28])[CH3:29].[Cl:35][CH2:36][Cl:37].[ClH:1].[F:2][C:3]1([F:20])[CH2:4][CH2:5][CH:6]([CH2:9][CH:10]2[NH:11][CH2:12][CH2:13][CH:14]([C:16](=[O:17])[O:18][CH3:19])[CH2:15]2)[CH2:7][CH2:8]1>>[F:2][C:3]1([F:20])[CH2:4][CH2:5][CH:6]([CH2:9][CH:10]2[N:11]([C:30]([O:31][CH3:32])=[O:33])[CH2:12][CH2:13][CH:14]([C:16](=[O:17])[O:18][CH3:19])[CH2:15]2)[CH2:7][CH2:8]1. Reactants: ClCC1=CC(=NN1C)C1=CC(=C(C(=C1)OC)OC)OC (5-Chloromethyl-1-methyl-3-(3,4,5-trimethoxy-phenyl)pyrazole), N1CCNCC1 (piperazine). The product is CN1N=C(C=C1CN1CCN(CC1)CC1=CC(=NN1C)C1=CC(=C(C(=C1)OC)OC)OC)C1=CC(=C(C(=C1)OC)OC)OC (N,N′-bis[[1-Methyl-3-(3,4,5-trimethoxy-phenyl)pyrazol-5-yl]methyl]piperazine). Reaction SMILES: Cl[CH2:2][C:3]1[N:7]([CH3:8])[N:6]=[C:5]([C:9]2[CH:14]=[C:13]([O:15][CH3:16])[C:12]([O:17][CH3:18])=[C:11]([O:19][CH3:20])[CH:10]=2)[CH:4]=1.[NH:21]1[CH2:26][CH2:25][NH:24][CH2:23][CH2:22]1>>[CH3:8][N:7]1[C:3]([CH2:2][N:21]2[CH2:26][CH2:25][N:24]([CH2:2][C:3]3[N:7]([CH3:8])[N:6]=[C:5]([C:9]4[CH:14]=[C:13]([O:15][CH3:16])[C:12]([O:17][CH3:18])=[C:11]([O:19][CH3:20])[CH:10]=4)[CH:4]=3)[CH2:23][CH2:22]2)=[CH:4][C:5]([C:9]2[CH:14]=[C:13]([O:15][CH3:16])[C:12]([O:17][CH3:18])=[C:11]([O:19][CH3:20])[CH:10]=2)=[N:6]1. Procedure: 5-Chloromethyl-1-methyl-3-(3,4,5-trimethoxy-phenyl)pyrazole (119 mg) and piperazine (17 mg) were reacted in the same manner in Example 1 to obtain the title compound as a free base.